From a dataset of the Open Reaction Database (ORD), a public repository of structured organic reaction records. describe an organic reaction: reactants, conditions, products, and yield The solvent is ClCCl (dichloromethane). Reactants: C(C)N1C=C(C(C2=C(C(=C(C(=C12)F)N1CCN(CC1)C)F)F)=O)C(=O)O (1-ethyl-5,6,8-trifluoro-1,4-dihydro-7-(4-methyl-1-piperazinyl)-4-oxo-3-quinolinecarboxylic acid), CCCCCC (Hexane), CCOCC (ether), Cl (hydrochloric acid). Procedure details: A 50 mg portion of 1-ethyl-5,6,8-trifluoro-1,4-dihydro-7-(4-methyl-1-piperazinyl)-4-oxo-3-quinolinecarboxylic acid was dissolved in 50 ml of dichloromethane and acidified with hydrochloric acid. Hexane and ether were added, the mixture was filtered and the solid which formed was collected, washed with ether, then hexane and dried, giving the desired salt, mp 271°-273° C. Yields the product Cl.C(C)N1C=C(C(C2=C(C(=C(C(=C12)F)N1CCN(CC1)C)F)F)=O)C(=O)O (1-Ethyl-5,6,8-trifluoro-1,4-dihydro-7-(4-methyl-1-piperazinyl)-4-oxo-3-quinolinecarboxylic acid, monohydrochloride). RXN SMILES: [CH2:1]([N:3]1[C:12]2[C:7](=[C:8]([F:22])[C:9]([F:21])=[C:10]([N:14]3[CH2:19][CH2:18][N:17]([CH3:20])[CH2:16][CH2:15]3)[C:11]=2[F:13])[C:6](=[O:23])[C:5]([C:24]([OH:26])=[O:25])=[CH:4]1)[CH3:2].[ClH:27].CCCCCC.CCOCC>ClCCl>[ClH:27].[CH2:1]([N:3]1[C:12]2[C:7](=[C:8]([F:22])[C:9]([F:21])=[C:10]([N:14]3[CH2:15][CH2:16][N:17]([CH3:20])[CH2:18][CH2:19]3)[C:11]=2[F:13])[C:6](=[O:23])[C:5]([C:24]([OH:26])=[O:25])=[CH:4]1)[CH3:2] |f:5.6|. Reactants: COc1ccc2nc(C)cc(O)c2c1, FC(F)(F)c1ccc(-c2cc(Cl)ncn2)cc1, [H-], [Na+], CN(C)C=O. Product: COc1ccc2nc(C)cc(Oc3cc(-c4ccc(C(F)(F)F)cc4)ncn3)c2c1. RXN SMILES: [CH3:18][O:19][c:20]1[cH:21][c:22]2[c:23]([OH:31])[cH:24][c:25]([CH3:30])[n:26][c:27]2[cH:28][cH:29]1.[Cl:1][c:2]1[n:3][cH:4][n:5][c:6](-[c:8]2[cH:9][cH:10][c:11]([C:14]([F:15])([F:16])[F:17])[cH:12][cH:13]2)[cH:7]1.[H-:33].[Na+:32].[O:34]=[CH:35][N:36]([CH3:37])[CH3:38]>>[c:2]1([O:31][c:23]2[c:22]3[cH:21][c:20]([O:19][CH3:18])[cH:29][cH:28][c:27]3[n:26][c:25]([CH3:30])[cH:24]2)[n:3][cH:4][n:5][c:6](-[c:8]2[cH:9][cH:10][c:11]([C:14]([F:15])([F:16])[F:17])[cH:12][cH:13]2)[cH:7]1. Starting materials: C(=O)(OCC)C=C[C@@H]1[C@H](C[C@@H](O1)N1C(=O)NC(=O)C(C)=C1)N=[N+]=[N-] (5'-Carbethoxymethylene-3'-azido-5',3'dideoxythymidine). Reagents/catalysts: [Pd] (Pd/C). Solvent: CO (methanol). Run at time 24 hour. The product is C(=O)(OCC)CC[C@@H]1[C@H](C[C@@H](O1)N1C(=O)NC(=O)C(C)=C1)N (5'-Carbethoxymethyl-3'-amino-5',3'-dideoxythymidine). Isolated yield 95.4%. As a reaction SMILES: [C:1]([CH:6]=[CH:7][C@H:8]1[O:12][C@@H:11]([N:13]2[CH:21]=[C:19]([CH3:20])[C:17](=[O:18])[NH:16][C:14]2=[O:15])[CH2:10][C@@H:9]1[N:22]=[N+]=[N-])([O:3][CH2:4][CH3:5])=[O:2]>CO.[Pd]>[C:1]([CH2:6][CH2:7][C@H:8]1[O:12][C@@H:11]([N:13]2[CH:21]=[C:19]([CH3:20])[C:17](=[O:18])[NH:16][C:14]2=[O:15])[CH2:10][C@@H:9]1[NH2:22])([O:3][CH2:4][CH3:5])=[O:2]. Procedure: A solution of the ester of Example 7 (16; 700 mg, 2.09 mM) in methanol (15 ml) was subjected to hydrogenation in a Parr apparatus (30 psi) in the presence of 10% Pd/C (210 mg; 30 wt %). The hydrogenation reaction was completed after 24 hours. The catalyst was filtered and the filtrate evaporated to give 620 mg (96%) of the title compound. Rf =0.3(5% saturated. NH3 in MeOH in EtOAc). FAB-MS: MH+=312. Procedure details: 4-[7-(2-Chlorophenyl)-3-methoxycarbonylmethyl-1-methyl-2,6-dioxo-2,3,6,7-tetrahydro-1H-purin-8-yl]piperazine-1-carboxylic acid tert-butyl ester (87 mg) was dissolved in methanol (2 ml), and 5N aqueous sodium hydroxide solution (0.2 ml) was added to the solution. Then, the mixture was stirred at room temperature for 2 hours. The mixture was neutralized with 1N hydrochloric acid, and extracted with ethyl acetate. The organic layer was dried over anhydrous magnesium sulfate and filtered. The solven... Solvent: CO (methanol). Reactants: [OH-].[Na+] (sodium hydroxide), C(C)(C)(C)OC(=O)N1CCN(CC1)C1=NC=2N(C(N(C(C2N1C1=C(C=CC=C1)Cl)=O)C)=O)CC(=O)OC (4-[7-(2-Chlorophenyl)-3-methoxycarbonylmethyl-1-methyl-2,6-dioxo-2,3,6,7-tetrahydro-1H-purin-8-yl]piperazine-1-carboxylic acid tert-butyl ester), Cl (hydrochloric acid). The product is C(C)(C)(C)OC(=O)N1CCN(CC1)C1=NC=2N(C(N(C(C2N1C1=C(C=CC=C1)Cl)=O)C)=O)C=C=O (4-[7-(2-Chlorophenyl)-3-carbonylmethyl-1-methyl-2,6-dioxo-2,3,6,7-tetrahydro-1H-purin-8-yl]piperazine-1-carboxylic acid tert-butyl ester). Reaction SMILES: [C:1]([O:5][C:6]([N:8]1[CH2:13][CH2:12][N:11]([C:14]2[N:22]([C:23]3[CH:28]=[CH:27][CH:26]=[CH:25][C:24]=3[Cl:29])[C:21]3[C:20](=[O:30])[N:19]([CH3:31])[C:18](=[O:32])[N:17]([CH2:33][C:34](OC)=[O:35])[C:16]=3[N:15]=2)[CH2:10][CH2:9]1)=[O:7])([CH3:4])([CH3:3])[CH3:2].[OH-].[Na+].Cl>CO>[C:1]([O:5][C:6]([N:8]1[CH2:13][CH2:12][N:11]([C:14]2[N:22]([C:23]3[CH:28]=[CH:27][CH:26]=[CH:25][C:24]=3[Cl:29])[C:21]3[C:20](=[O:30])[N:19]([CH3:31])[C:18](=[O:32])[N:17]([CH:33]=[C:34]=[O:35])[C:16]=3[N:15]=2)[CH2:10][CH2:9]1)=[O:7])([CH3:4])([CH3:3])[CH3:2] |f:1.2|. Run at time 2 hour. Reactants: O=C1CCC(=O)N1Br, Cc1ccccc1, CCOC(C)=O, c1ccc2c(-n3c4ccccc4c4ccccc43)cccc2c1. Yields the product Brc1ccc2c(c1)c1ccccc1n2-c1cccc2ccccc12. Reaction SMILES: [Br:24][N:25]1[C:26](=[O:27])[CH2:28][CH2:29][C:30]1=[O:31].[CH3:32][c:33]1[cH:34][cH:35][cH:36][cH:37][cH:38]1.[CH3:39][CH2:40][O:41][C:42](=[O:43])[CH3:44].[c:1]1(-[n:11]2[c:12]3[cH:13][cH:14][cH:15][cH:16][c:17]3[c:18]3[cH:19][cH:20][cH:21][cH:22][c:23]23)[cH:2][cH:3][cH:4][c:5]2[cH:6][cH:7][cH:8][cH:9][c:10]12>>[c:1]1(-[n:11]2[c:12]3[cH:13][cH:14][cH:15][cH:16][c:17]3[c:18]3[cH:19][c:20]([Br:24])[cH:21][cH:22][c:23]23)[cH:2][cH:3][cH:4][c:5]2[cH:6][cH:7][cH:8][cH:9][c:10]12. The yield is 43.1%. Procedure details: To the obtained (−)-3-(pyrrolidin-3-yl)-5-methyl-2H-isoquinolin-1-one (3.0 g) were added bromoethanol (8.21 g), sodium hydrogen carbonate (5.6 g), methyl ethyl ketone (84 ml) and water (8.4 ml), and the mixture was stirred under reflux for 2 hr. The reaction mixture was concentrated, extracted with methylene chloride, and the extract was washed with water, dried over magnesium sulfate and concentrated. The obtained residue was purified by column chromatography (methanol/ethyl acetate; 2/5) and c... The solvent is O (water). Reaction SMILES: [NH:1]1[CH2:5][CH2:4][CH:3]([C:6]2[NH:7][C:8](=[O:17])[C:9]3[C:14]([CH:15]=2)=[C:13]([CH3:16])[CH:12]=[CH:11][CH:10]=3)[CH2:2]1.Br[CH:19]([OH:21])[CH3:20].C(=O)([O-])O.[Na+].C(C(C)=O)C>O>[OH:21][CH2:19][CH2:20][N:1]1[CH2:5][CH2:4][CH:3]([C:6]2[NH:7][C:8](=[O:17])[C:9]3[C:14]([CH:15]=2)=[C:13]([CH3:16])[CH:12]=[CH:11][CH:10]=3)[CH2:2]1 |f:2.3|. Yields the product OCCN1CC(CC1)C=1NC(C2=CC=CC(=C2C1)C)=O ((−)-3-[1-(2-hydroxylethyl)pyrrolidin-3-yl]-5-methyl-2H-isoquinolin-1-one). The reactants are N1CC(CC1)C=1NC(C2=CC=CC(=C2C1)C)=O ((−)-3-(pyrrolidin-3-yl)-5-methyl-2H-isoquinolin-1-one), BrC(C)O (bromoethanol), C(O)([O-])=O.[Na+] (sodium hydrogen carbonate), C(C)C(=O)C (methyl ethyl ketone). Run in ClCCl (dichloromethane). The product is C(C1=CC=CC=C1)OC1=CC=C(OC2=C(C=C(C(=O)NC3=C(C=CC=C3)F)C=C2)NC=2C3=C(N=CN2)N=C(C=C3)C(C)C)C=C1 (4-(4-Benzyloxy-phenoxy)-N-(2-fluoro-phenyl)-3-(7-isopropyl-pyrido[2,3-d]pyrimidin-4-ylamino)-benzamide). Procedure: A solution of the product from Example 43D (53 mg, 0.1 mmol), N,N-diisopropylethylamine (0.052 mL, 0.3 mmol), 2-Fluoro-phenylamine (0.014 mL, 0.15 mmol) in dichloromethane (2 mL) was stirred at room temperature for 1 hour, then concentrated under vacuum to provide the title product. Reactants: C(C1=CC=CC=C1)OC1=CC=C(OC2=C(C=C(C(=O)Cl)C=C2)NC=2C3=C(N=CN2)N=C(C=C3)C(C)C)C=C1 (4-(4-Benzyloxy-phenoxy)-3-(7-isopropyl-pyrido[2,3-d]pyrimidin-4-ylamino)-benzoyl chloride), C(C)(C)N(C(C)C)CC (N,N-diisopropylethylamine), FC1=C(C=CC=C1)N (2-Fluoro-phenylamine). RXN SMILES: [CH2:1]([O:8][C:9]1[CH:38]=[CH:37][C:12]([O:13][C:14]2[CH:22]=[CH:21][C:17]([C:18](Cl)=[O:19])=[CH:16][C:15]=2[NH:23][C:24]2[C:25]3[CH:33]=[CH:32][C:31]([CH:34]([CH3:36])[CH3:35])=[N:30][C:26]=3[N:27]=[CH:28][N:29]=2)=[CH:11][CH:10]=1)[C:2]1[CH:7]=[CH:6][CH:5]=[CH:4][CH:3]=1.C(N(CC)C(C)C)(C)C.[F:48][C:49]1[CH:54]=[CH:53][CH:52]=[CH:51][C:50]=1[NH2:55]>ClCCl>[CH2:1]([O:8][C:9]1[CH:38]=[CH:37][C:12]([O:13][C:14]2[CH:22]=[CH:21][C:17]([C:18]([NH:55][C:50]3[CH:51]=[CH:52][CH:53]=[CH:54][C:49]=3[F:48])=[O:19])=[CH:16][C:15]=2[NH:23][C:24]2[C:25]3[CH:33]=[CH:32][C:31]([CH:34]([CH3:36])[CH3:35])=[N:30][C:26]=3[N:27]=[CH:28][N:29]=2)=[CH:11][CH:10]=1)[C:2]1[CH:7]=[CH:6][CH:5]=[CH:4][CH:3]=1. Reactants: [Li]CCCC, OCC(CO)COCc1ccccc1, CCCCCC, CC(C)(C)[O-], [K+], C1CCOC1, O, Cc1ccc(S(=O)(=O)Cl)cc1. Yields the product c1ccc(COCC2COC2)cc1. Reaction SMILES: [CH2:15]([Li:16])[CH2:17][CH2:18][CH3:19].[CH2:1]([c:2]1[cH:3][cH:4][cH:5][cH:6][cH:7]1)[O:8][CH2:9][CH:10]([CH2:11][OH:12])[CH2:13][OH:14].[CH3:20][CH2:21][CH2:22][CH2:23][CH2:24][CH3:25].[CH3:37][C:38]([CH3:39])([O-:40])[CH3:41].[K+:42].[O:43]1[CH2:44][CH2:45][CH2:46][CH2:47]1.[OH2:48].[c:26]1([CH3:27])[cH:28][cH:29][c:30]([S:31]([Cl:32])(=[O:33])=[O:34])[cH:35][cH:36]1>>[CH2:1]([c:2]1[cH:3][cH:4][cH:5][cH:6][cH:7]1)[O:8][CH2:9][CH:10]1[CH2:11][O:14][CH2:13]1. The reactants are [OH-].[Na+] (sodium hydroxide), ClCl (Chlorine), NC1=CC(=NC(=C1)C)C (4-amino-2,6-dimethylpyridine), S(O)(O)(=O)=O (sulphuric acid). The solvent is O (water). Run at temperature 0 celsius, time 1 hour. Yields the product NC1=C(C(=NC(=C1)C)C)Cl (4-amino-3-chloro-2,6-dimethylpyridine). RXN SMILES: [Cl:1]Cl.[NH2:3][C:4]1[CH:9]=[C:8]([CH3:10])[N:7]=[C:6]([CH3:11])[CH:5]=1.S(=O)(=O)(O)O.[OH-].[Na+]>O>[NH2:3][C:4]1[CH:9]=[C:8]([CH3:10])[N:7]=[C:6]([CH3:11])[C:5]=1[Cl:1] |f:3.4|. Reported procedure: (EXAMPLE 6B): Chlorine gas (from 6 ml of pre-condensed chlorine) was passed into a solution of 4-amino-2,6-dimethylpyridine (2 g) in a mixture of concentrated sulphuric acid (20 ml) and water (20 ml) and the mixture was stirred for 1 hour. The mixture was then cooled to 0° C., basified with 4M sodium hydroxide and extracted with ethyl acetate. The organic phase was washed with water, saturated sodium chloride solution and dried. Solvent was removed by evaporation and the residue was purified by ...